This data is from the Open Reaction Database (ORD), a public repository of structured organic reaction records. The task is: describe an organic reaction: reactants, conditions, products, and yield Reactants: CC1=C(C(=O)O)C=C(C=C1)[N+](=O)[O-] (2-methyl-5-nitrobenzoic acid), C(C)O (ethanol), S(=O)(Cl)Cl (thionyl chloride). Reaction conditions: temperature 0 celsius. Product: CC1=C(C(=O)OCC)C=C(C=C1)[N+](=O)[O-] (ethyl 2-methyl-5-nitrobenzoate). Reaction SMILES: [CH3:1][C:2]1[CH:10]=[CH:9][C:8]([N+:11]([O-:13])=[O:12])=[CH:7][C:3]=1[C:4]([OH:6])=[O:5].S(Cl)(Cl)=O.[CH2:18](O)[CH3:19]>>[CH3:1][C:2]1[CH:10]=[CH:9][C:8]([N+:11]([O-:13])=[O:12])=[CH:7][C:3]=1[C:4]([O:6][CH2:18][CH3:19])=[O:5]. Procedure: A mixture of 2-methyl-5-nitrobenzoic acid (10.0 g, 55.2 mmol) in ethanol (200 ml) was cooled to 0° C. with an ice bath and thionyl chloride (16.0 mL, 220 mmol) was added dropwise over 10 min. After this time, the mixture was warmed to room temperature for 1 h, then transferred to an oil bath and heated to reflux overnight. The mixture was then cooled to room temperature and concentrated under reduced pressure. Purification by flash chromatography (silica, 9:1 hexanes/ethyl acetate) afforded ethy...